From a dataset of the Open Reaction Database (ORD), a public repository of structured organic reaction records. describe an organic reaction: reactants, conditions, products, and yield Starting materials: C(C)(=O)[O-].[Na+] (sodium acetate), [OH-].[Na+] (sodium hydroxide), FC(C1=CC=C(C=C1)SCCC=O)(F)F (3-(4-trifluoromethylphenylthio)propanal), C(CC(=O)C)(=O)O (acetoacetic acid), Cl (hydrochloric acid), Cl (hydrochloric acid). The reagents and catalysts are [Br-].C(CCC)[N+](CCCC)(CCCC)CCCC (tetrabutylammonium bromide). Run in C1(=CC=CC=C1)C (toluene), O (water). Conditions: time 6 hour. Product: OC(CC(C)=O)CCSC1=CC=C(C=C1)C(F)(F)F (4-hydroxy-6-(4-trifluoromethylphenylthio)-2-hexanone). Isolated yield 85.6%. RXN SMILES: C(O)(=O)[CH2:2][C:3]([CH3:5])=[O:4].[OH-].[Na+].Cl.C([O-])(=O)C.[Na+].[F:16][C:17]([F:30])([F:29])[C:18]1[CH:23]=[CH:22][C:21]([S:24][CH2:25][CH2:26][CH:27]=[O:28])=[CH:20][CH:19]=1>O.[Br-].C([N+](CCCC)(CCCC)CCCC)CCC.C1(C)C=CC=CC=1>[OH:28][CH:27]([CH2:26][CH2:25][S:24][C:21]1[CH:22]=[CH:23][C:18]([C:17]([F:29])([F:16])[F:30])=[CH:19][CH:20]=1)[CH2:2][C:3](=[O:4])[CH3:5] |f:1.2,4.5,8.9|. Procedure details: 1.51 Grams of acetoacetic acid were dissolved in 2 ml of water, and 1.82 g of a 30% aqueous sodium hydroxide solution were added thereto by drops while cooling the mixture to 35° C. or less. After having been stirred at 30°-35° C. for 6 hours, the mixture was adjusted to pH 7.5 with a concentrated aqueous hydrochloric acid solution. Thereafter, 0.08 g of sodium acetate and 0.32 g of tetrabutylammonium bromide were added thereto and then 5.82 g of a toluene solution containing 40.2% of 3-(4-trifl... Starting materials: CCCCCCOc1ccc(C=O)cc1OCCCCCC, CCO, [H][H], N. Product: CCCCCCOc1ccc(CN)cc1OCCCCCC. RXN SMILES: [CH2:1]([CH2:2][CH2:3][CH2:4][CH2:5][CH3:6])[O:7][c:8]1[cH:9][c:10]([CH:11]=[O:12])[cH:13][cH:14][c:15]1[O:16][CH2:17][CH2:18][CH2:19][CH2:20][CH2:21][CH3:22].[CH3:24][CH2:25][OH:26].[H:27][H:28].[NH3:23]>>[CH2:1]([CH2:2][CH2:3][CH2:4][CH2:5][CH3:6])[O:7][c:8]1[cH:9][c:10]([CH2:11][NH2:23])[cH:13][cH:14][c:15]1[O:16][CH2:17][CH2:18][CH2:19][CH2:20][CH2:21][CH3:22]. Starting materials: CC(=CCCCOC[C@H](O)[C@H](O)CO)CCCC(CCCC(CCCC(C)C)C)C (1-O-(5,9,13,17-tetramethyloctadec-4-enyl)erythritol). Solvent: O (water). The product is CC(=CCCCOC[C@H](O)[C@H](O)CO)CCCC(CCCC(CCCC(C)C)C)C.O (1-O-(5,9,13,17-tetramethyloctadec-4-enyl)erythritol water). Reaction SMILES: [CH3:1][C:2]([CH2:15][CH2:16][CH2:17][CH:18]([CH3:30])[CH2:19][CH2:20][CH2:21][CH:22]([CH3:29])[CH2:23][CH2:24][CH2:25][CH:26]([CH3:28])[CH3:27])=[CH:3][CH2:4][CH2:5][CH2:6][O:7][CH2:8][C@@H:9]([C@@H:11]([CH2:13][OH:14])[OH:12])[OH:10]>O>[CH3:1][C:2]([CH2:15][CH2:16][CH2:17][CH:18]([CH3:30])[CH2:19][CH2:20][CH2:21][CH:22]([CH3:29])[CH2:23][CH2:24][CH2:25][CH:26]([CH3:28])[CH3:27])=[CH:3][CH2:4][CH2:5][CH2:6][O:7][CH2:8][C@@H:9]([C@@H:11]([CH2:13][OH:14])[OH:12])[OH:10].[OH2:7] |f:2.3|. Procedure details: 1-O-(5,9,13,17-tetramethyloctadec-4-enyl)erythritol and water were homogeneously mixed in accordance with the same procedure as in Example 13 to obtain a sample of 1-O-(5,9,13,17-tetramethyloctadec-4-enyl)erythritol/water system. SAXS analysis of the sample of 1-O-(5,9,13,17-tetramethyloctadec-4-enyl)erythritol/water system was performed in the same manner as in Example 13. As a result, at least 3 sharp scattering peaks were observed. The peak value ratio exhibited the following ratio peculiar t... Reactants: C(\C=C/C(=O)O)(=O)O (maleic acid), CN(CCN1N=C2C=3C(=C(C=CC13)NCCN)C(C=1C=CN=CC12)=O)C (2-[2-(dimethylamino) ethyl]-5-[[2-(amino) ethyl]amino]isoquino[8,7,6-cd]indazole-6(2H)-one). The solvent is C(C)O (ethanol), C(C)O (ethanol). Run at temperature 50 celsius. Product: C(\C=C/C(=O)O)(=O)O.C(\C=C/C(=O)O)(=O)O.CN(CCN1N=C2C=3C(=C(C=CC13)NCCN)C(C=1C=CN=CC12)=O)C (2-[2-(dimethylamino)ethyl]-5-[[2-(amino)ethyl]amino]isoquino[8,7,6-cd]indazole-6(2H)-one dimaleate). Yield: 58.1%. RXN SMILES: [C:1]([OH:8])(=[O:7])/[CH:2]=[CH:3]\[C:4]([OH:6])=[O:5].[CH3:9][N:10]([CH3:34])[CH2:11][CH2:12][N:13]1[C:21]2[CH:20]=[CH:19][C:18]([NH:22][CH2:23][CH2:24][NH2:25])=[C:17]3[C:26](=[O:33])[C:27]4[CH:28]=[CH:29][N:30]=[CH:31][C:32]=4[C:15]([C:16]=23)=[N:14]1>C(O)C>[C:1]([OH:8])(=[O:7])/[CH:2]=[CH:3]\[C:4]([OH:6])=[O:5].[C:1]([OH:8])(=[O:7])/[CH:2]=[CH:3]\[C:4]([OH:6])=[O:5].[CH3:9][N:10]([CH3:34])[CH2:11][CH2:12][N:13]1[C:21]2[CH:20]=[CH:19][C:18]([NH:22][CH2:23][CH2:24][NH2:25])=[C:17]3[C:26](=[O:33])[C:27]4[CH:28]=[CH:29][N:30]=[CH:31][C:32]=4[C:15]([C:16]=23)=[N:14]1 |f:3.4.5|. Procedure: A solution of maleic acid (0.030 g) in absolute ethanol (0.4 mL) is added drop-wise into a stirred solution of 2-[2-(dimethylamino) ethyl]-5-[[2-(amino) ethyl]amino]isoquino[8,7,6-cd]indazole-6(2H)-one of Example 22 (0.030 g) in absolute ethanol(1.5 ml) held at 50° C. After the addition is complete the reaction mixture is maintained at 50° C. for 3 minutes and then allowed to cool to room temperature. After one hour the red-amaranth crystalline material which separated is filtered, washed with e... The reactants are BrC1=CC=C(CC#N)C=C1 (4-bromobenzylcyanide), C1(=CC=CC=C1)C#C (phenylacetylene), di(triphenylphosphine) palladium, II, dichloride, C1(=CC=CC=C1)P(C1=CC=CC=C1)C1=CC=CC=C1 (triphenylphosphine), N#N (N2). Reagents/catalysts: [Cu]I (copper(I)iodide). Run in C(C)N(CC)CC (triethylamine). The product is C1(=CC=CC=C1)C#CC1=CC=C(C=C1)CC#N ([4-(Phenylethinyl)phenyl]-acetonitrile). As a reaction SMILES: Br[C:2]1[CH:10]=[CH:9][C:5]([CH2:6][C:7]#[N:8])=[CH:4][CH:3]=1.[C:11]1([C:17]#[CH:18])[CH:16]=[CH:15][CH:14]=[CH:13][CH:12]=1.C1(P(C2C=CC=CC=2)C2C=CC=CC=2)C=CC=CC=1.N#N>C(N(CC)CC)C.[Cu]I>[C:11]1([C:17]#[C:18][C:2]2[CH:10]=[CH:9][C:5]([CH2:6][C:7]#[N:8])=[CH:4][CH:3]=2)[CH:16]=[CH:15][CH:14]=[CH:13][CH:12]=1. Procedure details: A mixture of 49 g (0.25 mol) 4-bromobenzylcyanide, 30 g (0.3 mol) phenylacetylene, 0.1 g di(triphenylphosphine)-palladium(II-dichloride, 0.1 g copper(I)iodide and 0.2 g triphenylphosphine in 300 ml triethylamine are heated for 20 hours under a blanket of N2 and vigorously stirred. The mixture is then evaporated under water jet vacuum, the residue heated in hexane and the undissolved solid sucked off and dried. The thus obtained title compound is employed as such in the following reaction step. Starting materials: C(C)OC=1C=C(C=C(C1OCC)OCC)I (3,4,5-triethoxy-1-iodobenzene), C(C)OC=1C=C(N)C=C(C1OCC)OCC (3,4,5-triethoxyaniline), 5,1-iodo-3,5-dimethoxy-4-methylbenzene. Yields the product powder, COC=1C=C(N)C=C(C1C)OC (3,5-dimethoxy-4-methylaniline). Isolated yield 87.0%. RXN SMILES: [CH2:1](OC1C=C(I)C=C(OCC)C=1OCC)C.[CH2:17]([O:19][C:20]1[CH:21]=[C:22]([CH:24]=[C:25]([O:30][CH2:31]C)[C:26]=1OCC)[NH2:23])C>>[CH3:31][O:30][C:25]1[CH:24]=[C:22]([CH:21]=[C:20]([O:19][CH3:17])[C:26]=1[CH3:1])[NH2:23]. Reported procedure: Following the procedure of the synthesis of 3,4,5-triethoxy-1-iodobenzene from the oil containing 3,4,5-triethoxyaniline in Reference Example 5,1-iodo-3,5-dimethoxy-4-methylbenzene was obtained as a pale yellow amorphous powder (7.59 g, yield: 87%) from 3,5-dimethoxy-4-methylaniline (J. Chem. Soc., 497-506 (1963)) (5.23 g, 31.3 mmol).